This data is from the Open Reaction Database (ORD), a public repository of structured organic reaction records. The task is: describe an organic reaction: reactants, conditions, products, and yield Reactants: C(C)C1=C(N)C(=CC=C1)CC (2.6-diethylaniline). Reagents/catalysts: Cu chromite BaO. Solvent: O (water). Conditions: temperature 610 celsius. Yields the product C(C)C=1C=CC=C2C=CNC12 (7-ethyl indole). The yield is 41.0%. RXN SMILES: [CH2:1]([C:3]1[CH:9]=[CH:8][CH:7]=[C:6]([CH2:10][CH3:11])[C:4]=1[NH2:5])[CH3:2]>O>[CH2:1]([C:3]1[CH:9]=[CH:8][CH:7]=[C:6]2[C:4]=1[NH:5][CH:11]=[CH:10]2)[CH3:2]. Reported procedure: The reactor filed with Cu-chromite/BaO catalyst was heated to 610° C. Into the reactor was fed 68.4 g of 2.6-diethylaniline and 41.4 g of water per hour. The organic reaction product after 5 hours of such reaction conditions was collected and subjected to partial hydrogenation as described in Example 1. After filtering of the hydrogenation catalyst, 332.4 g of organic liquid containing 45.8 g percent of 2.6-diethylaniline and 41.0 percent of 7-ethyl indole was obtained.